This data is from the Open Reaction Database (ORD), a public repository of structured organic reaction records. The task is: describe an organic reaction: reactants, conditions, products, and yield Reactants: C(C(=O)Cl)(=O)Cl (Oxalyl chloride), CC1=C(C=CC(=C1)C(=O)O)C1=C(C=CC=C1)C (2,2′-dimethyl-1,1′-biphenyl-4-carboxylic acid), CN(C)C=O (DMF). The solvent is C(Cl)Cl (DCM). Conditions: time 3 hour. Yields the product CC1=C(C=CC(=C1)C(=O)Cl)C1=C(C=CC=C1)C (2,2′-dimethylbiphenyl-4-carbonyl chloride). Reaction SMILES: [CH3:1][C:2]1[CH:7]=[C:6]([C:8](O)=[O:9])[CH:5]=[CH:4][C:3]=1[C:11]1[CH:16]=[CH:15][CH:14]=[CH:13][C:12]=1[CH3:17].C(Cl)(=O)C([Cl:21])=O.CN(C=O)C>C(Cl)Cl>[CH3:1][C:2]1[CH:7]=[C:6]([C:8]([Cl:21])=[O:9])[CH:5]=[CH:4][C:3]=1[C:11]1[CH:16]=[CH:15][CH:14]=[CH:13][C:12]=1[CH3:17]. Procedure: Under Argon atmosphere, Intermediate 3 (147.08 mg; 0.65 mmol) was stirred in anhydrous DCM (5 mL). Oxalyl chloride (57.75 μL; 0.68 mmol) was added followed by DMF (0.50 μL; 0.01 mmol). The reaction mixture was stirred 3 hours at RT. Solvents were evaporated to give 2,2′-dimethylbiphenyl-4-carbonyl chloride as a yellow oil. The latter was dissolved in anhydrous THF (3 mL), Intermediate 46 (136.62 mg; 0.65 mmol) and DIEA (221.08 μL; 1.30 mmol) were added under argon. The mixture was heated in the ...